From a dataset of the Open Reaction Database (ORD), a public repository of structured organic reaction records. describe an organic reaction: reactants, conditions, products, and yield The reactants are C([O-])(O)=O.[Na+] (sodium bicarbonate), COC1=C(C=C(C=C1)[N+](=O)[O-])O (2-methoxy-5-nitrophenol), C1(CCCC1)Br (cyclopentyl bromide), C([O-])([O-])=O.[K+].[K+] (potassium carbonate). The solvent is C(C)(=O)OCC (ethyl acetate), CN(C=O)C (N,N-dimethylformamide). Conditions: temperature 50 celsius, time 3 hour. Product: C1(CCCC1)OC=1C=C(C=CC1OC)[N+](=O)[O-] (3-cyclopentyloxy-4-methoxy-1-nitrobenzene). RXN SMILES: [CH3:1][O:2][C:3]1[CH:8]=[CH:7][C:6]([N+:9]([O-:11])=[O:10])=[CH:5][C:4]=1[OH:12].[CH:13]1(Br)[CH2:17][CH2:16][CH2:15][CH2:14]1.C(=O)([O-])[O-].[K+].[K+].C(=O)(O)[O-].[Na+]>CN(C)C=O.C(OCC)(=O)C>[CH:13]1([O:12][C:4]2[CH:5]=[C:6]([N+:9]([O-:11])=[O:10])[CH:7]=[CH:8][C:3]=2[O:2][CH3:1])[CH2:17][CH2:16][CH2:15][CH2:14]1 |f:2.3.4,5.6|. Procedure details: A mixture of 2-methoxy-5-nitrophenol (4.86 g), cyclopentyl bromide (3.4 ml) and potassium carbonate (4.8 g) in N,N-dimethylformamide (50 ml) was stirred at 50° C. for 3 hours. Then the mixture was poured into a mixture of ethyl acetate and aqueous sodium bicarbonate. The organic phase was separated, washed with aqueous sodium bicarbonate and brine, dried over magnesium sulfate and concentrated. The resultant solid was collected and washed with isopropyl ether to give 3-cyclopentyloxy-4-methoxy-1... The reactants are FC(S(=O)(=O)OC1=NC(=NC(=C1Cl)COC)SC)(F)F (5-chloro-6-(methoxymethyl)-2-(methylsulfanyl)pyrimidin-4-yl trifluoromethanesulfonate), CB1OB(OB(O1)C)C (trimethyl boroxine), C(=O)([O-])[O-].[Cs+].[Cs+] (Cs2CO3). Reagents/catalysts: C=1C=CC(=CC1)[P](C=2C=CC=CC2)(C=3C=CC=CC3)[Pd]([P](C=4C=CC=CC4)(C=5C=CC=CC5)C=6C=CC=CC6)([P](C=7C=CC=CC7)(C=8C=CC=CC8)C=9C=CC=CC9)[P](C=1C=CC=CC1)(C=1C=CC=CC1)C=1C=CC=CC1 (Pd(PPh3)4). Conditions: temperature 140 celsius, time 1 hour. Yields the product ClC=1C(=NC(=NC1C)SC)COC (5-chloro-4-(methoxymethyl)-6-methyl-2-(methylsulfanyl)pyrimidine). Reaction SMILES: FC(F)(F)S(O[C:7]1[C:12]([Cl:13])=[C:11]([CH2:14][O:15][CH3:16])[N:10]=[C:9]([S:17][CH3:18])[N:8]=1)(=O)=O.[CH3:21]B1OB(C)OB(C)O1.C([O-])([O-])=O.[Cs+].[Cs+]>C1C=CC([P]([Pd]([P](C2C=CC=CC=2)(C2C=CC=CC=2)C2C=CC=CC=2)([P](C2C=CC=CC=2)(C2C=CC=CC=2)C2C=CC=CC=2)[P](C2C=CC=CC=2)(C2C=CC=CC=2)C2C=CC=CC=2)(C2C=CC=CC=2)C2C=CC=CC=2)=CC=1>[Cl:13][C:12]1[C:11]([CH2:14][O:15][CH3:16])=[N:10][C:9]([S:17][CH3:18])=[N:8][C:7]=1[CH3:21] |f:2.3.4,^1:39,41,60,79|. Procedure: A mixture of the title compound from Step B (1.00 g, 2.83 mmol), trimethyl boroxine (1.78 g, 14.18 mmol), Cs2CO3 (0.92 g, 2.83 mmol), and catalytic amount Pd(PPh3)4 was stirred at 140° C. under microwave for 1 h. The solvent was removed. CH2Cl2 and water were added. The organic was extracted with CH2Cl2 (3×10 mL), washed with brine and dried over Na2SO4. The residue was purified by column chromatography on silica gel Biotage 40M, eluting with EtOAc/hexane (1/9) to give as a colorless oil. 1H NMR...